Task: describe an organic reaction: reactants, conditions, products, and yield. Dataset: the Open Reaction Database (ORD), a public repository of structured organic reaction records As a reaction SMILES: [NH2:1][N:2]1[N:11]=[C:10]([CH:12]2[CH2:16][CH2:15][CH2:14][CH2:13]2)[C:9]2[C:4](=[CH:5][CH:6]=[CH:7][CH:8]=2)[C:3]1=[O:17].[Cl:18][C:19]1[CH:24]=[CH:23][C:22]([CH2:25][C:26](O)=[O:27])=[CH:21][CH:20]=1>>[Cl:18][C:19]1[CH:24]=[CH:23][C:22]([CH2:25][C:26]([NH:1][N:2]2[N:11]=[C:10]([CH:12]3[CH2:16][CH2:15][CH2:14][CH2:13]3)[C:9]3[C:4](=[CH:5][CH:6]=[CH:7][CH:8]=3)[C:3]2=[O:17])=[O:27])=[CH:21][CH:20]=1. The product is ClC1=CC=C(C=C1)CC(=O)NN1C(C2=CC=CC=C2C(=N1)C1CCCC1)=O (2-(4-chlorophenyl)-N-(4-cyclopentyl-1-oxophthalazin-2(1H)-yl)acetamide). Reported procedure: The product of Example 71A and 2-(4-chlorophenyl)acetic acid were processed using a method similar to that described in Example 17C to afford the title compound. 1H NMR (400 MHz, DMSO-d6) δ ppm 11.52-11.54 (bs, 1H), 8.31 (dd, J=7.9, 1.3 Hz, 1H), 8.13 (d, J=8.1 Hz, 1H), 7.97-8.02 (m, 1H), 7.87-7.91 (m, 1H), 7.35-7.47 (m, 4H), 3.62-3.77 (m, 3H), 1.96-2.10 (m, 2H), 1.59-1.87 (m, 6H); MS (ESI) m/z 382 (M+H)+. Reactants: NN1C(C2=CC=CC=C2C(=N1)C1CCCC1)=O (2-amino-4-cyclopentylphthalazin-1(2H)-one), ClC1=CC=C(C=C1)CC(=O)O (2-(4-chlorophenyl)acetic acid). Starting materials: CCOC(=O)C(C)(C)Br, CCO, [I-], [K+], [K+], [K+], [Na+], O=C([O-])[O-], O=C([O-])O, O=[N+]([O-])c1cccc(O)c1. Product: CCOC(=O)C(C)(C)Oc1cccc([N+](=O)[O-])c1. As a reaction SMILES: [Br:11][C:12]([C:13](=[O:14])[O:15][CH2:16][CH3:17])([CH3:18])[CH3:19].[CH3:33][CH2:34][OH:35].[I-:27].[K+:20].[K+:21].[K+:26].[Na+:32].[O-:22][C:23]([O-:24])=[O:25].[O-:28][C:29]([OH:30])=[O:31].[OH:1][c:2]1[cH:3][cH:4][cH:5][c:6]([N+:8]([O-:9])=[O:10])[cH:7]1>>[O:1]([c:2]1[cH:3][cH:4][cH:5][c:6]([N+:8]([O-:9])=[O:10])[cH:7]1)[C:12]([C:13](=[O:14])[O:15][CH2:16][CH3:17])([CH3:18])[CH3:19]. Starting materials: COC=1C=C(C=CC1)C1=CC=C2CC(NC2=C1)=O (6-(3-Methoxy-phenyl)-1,3-dihydro-indol-2-one), N1(CCCC1)CCOC=1C=C2C=C(NC2=CC1)C=O (5-(2-pyrrolidin-1-yl-ethoxy)-1H-indole-2-carbaldehyde). Yields the product COC=1C=C(C=CC1)C1=CC=C2C(C(NC2=C1)=O)=CC=1NC2=CC=C(C=C2C1)OCCN1CCCC1 (6-(3-Methoxy-phenyl)-3-[5-(2-pyrrolidin-1-yl-ethoxy)-1H-indol-2-ylmethylene]-1,3-dihydro-indol-2-one). As a reaction SMILES: [CH3:1][O:2][C:3]1[CH:4]=[C:5]([C:9]2[CH:17]=[C:16]3[C:12]([CH2:13][C:14](=[O:18])[NH:15]3)=[CH:11][CH:10]=2)[CH:6]=[CH:7][CH:8]=1.[N:19]1([CH2:24][CH2:25][O:26][C:27]2[CH:28]=[C:29]3[C:33](=[CH:34][CH:35]=2)[NH:32][C:31]([CH:36]=O)=[CH:30]3)[CH2:23][CH2:22][CH2:21][CH2:20]1>>[CH3:1][O:2][C:3]1[CH:4]=[C:5]([C:9]2[CH:17]=[C:16]3[C:12]([C:13](=[CH:36][C:31]4[NH:32][C:33]5[C:29]([CH:30]=4)=[CH:28][C:27]([O:26][CH2:25][CH2:24][N:19]4[CH2:23][CH2:22][CH2:21][CH2:20]4)=[CH:35][CH:34]=5)[C:14](=[O:18])[NH:15]3)=[CH:11][CH:10]=2)[CH:6]=[CH:7][CH:8]=1. Reported procedure: 6-(3-Methoxy-phenyl)-1,3-dihydro-indol-2-one was condensed with 5-(2-pyrrolidin-1-yl-ethoxy)-1H-indole-2-carbaldehyde to give the title compound.